This data is from the Open Reaction Database (ORD), a public repository of structured organic reaction records. The task is: describe an organic reaction: reactants, conditions, products, and yield Reactants: [N+](=O)([O-])[O-].[K+] (potassium nitrate), ClC1=CN=CC2=CC=CC=C12 (4-chloroisoquinoline), N (ammonia). Run in S(O)(O)(=O)=O (sulfuric acid). Run at time 2 hour. Product: ClC1=CN=CC2=CC=CC(=C12)[N+](=O)[O-] (4-chloro-5-nitroisoquinoline). Isolated yield 69.4%. Reaction SMILES: [Cl:1][C:2]1[C:11]2[C:6](=[CH:7][CH:8]=[CH:9][CH:10]=2)[CH:5]=[N:4][CH:3]=1.[N+:12]([O-])([O-:14])=[O:13].[K+].N>S(=O)(=O)(O)O>[Cl:1][C:2]1[C:11]2[C:6](=[CH:7][CH:8]=[CH:9][C:10]=2[N+:12]([O-:14])=[O:13])[CH:5]=[N:4][CH:3]=1 |f:1.2|. Procedure details: Intermediate 88 (375 mg) was dissolved in concentrated sulfuric acid (2 ml), then added with potassium nitrate (260 mg) with ice cooling and stirred for 2 hours. The reaction mixture was added with 28% aqueous ammonia (10 ml) and extracted twice with ethyl acetate (15 ml for each time). The organic layer was dried over anhydrous sodium sulfate, and then the solvent was evaporated under reduced pressure. The residue was purified by silica gel column chromatography (n-hexane:ethyl acetate=1:1) to ... Reactants: C(=O)NC=1SC=C(N1)C(C(=O)NC1[C@@H]2N(C(=CCS2)C(=O)O)C1=O)=NOC (7-[2-(2-formamidothiazol-4-yl)-2-methoxyiminoacetamido]-3-cephem-4-carboxylic acid), Cl (hydrochloric acid), resultant solution, C (charcoal). Run at time 2 hour. Solvent: CO (methanol). As a reaction SMILES: C([NH:3][C:4]1[S:5][CH:6]=[C:7]([C:9](=[N:25][O:26][CH3:27])[C:10]([NH:12][CH:13]2[C:23](=[O:24])[N:15]3[C:16]([C:20]([OH:22])=[O:21])=[CH:17][CH2:18][S:19][C@H:14]23)=[O:11])[N:8]=1)=O.[ClH:28].C>CO>[ClH:28].[NH2:3][C:4]1[S:5][CH:6]=[C:7]([C:9](=[N:25][O:26][CH3:27])[C:10]([NH:12][CH:13]2[C:23](=[O:24])[N:15]3[C:16]([C:20]([OH:22])=[O:21])=[CH:17][CH2:18][S:19][C@H:14]23)=[O:11])[N:8]=1 |f:4.5|. Product: Cl.NC=1SC=C(N1)C(C(=O)NC1[C@@H]2N(C(=CCS2)C(=O)O)C1=O)=NOC (7-[2-(2-aminothiazol-4-yl)-2-methoxyiminoacetamido]-3-cephem-4-carboxylic acid hydrochloride). Reported procedure: A suspension of 7-[2-(2-formamidothiazol-4-yl)-2-methoxyiminoacetamido]-3-cephem-4-carboxylic acid (anti isomer, 2.5 g.), conc. hydrochloric acid (2.5 ml.) and methanol (38 ml.) was stirred at room temperature for two hours. After treating the resultant solution with activated charcoal, the solution was concentrated in vacuo. The residue was crystallized out with diisopropyl ether (100 ml.), and the precipitates were collected by filtration, and washed with diisopropyl ether (30 ml.) to give 7-[... Starting materials: Cl (Hydrogen chloride), ClC1=C(N(C2=NC=CC=C21)C2=CC(=CC=C2)F)C(C)NC(OC(C)(C)C)=O (tert-butyl {1-[3-chloro-1-(3-fluorophenyl)-1H-pyrrolo[2,3-b]pyridin-2-yl]ethyl}carbamate). The solvent is O1CCOCC1 (1,4-dioxane), O1CCOCC1 (1,4-dioxane). Conditions: time 8 hour. Yields the product ClC1=C(N(C2=NC=CC=C21)C2=CC(=CC=C2)F)C(C)N (1-[3-Chloro-1-(3-fluorophenyl)-1H-pyrrolo[2,3-b]pyridin-2-yl]ethanamine). Yield: 36.1%. As a reaction SMILES: Cl.[Cl:2][C:3]1[C:11]2[C:6](=[N:7][CH:8]=[CH:9][CH:10]=2)[N:5]([C:12]2[CH:17]=[CH:16][CH:15]=[C:14]([F:18])[CH:13]=2)[C:4]=1[CH:19]([NH:21]C(=O)OC(C)(C)C)[CH3:20]>O1CCOCC1>[Cl:2][C:3]1[C:11]2[C:6](=[N:7][CH:8]=[CH:9][CH:10]=2)[N:5]([C:12]2[CH:17]=[CH:16][CH:15]=[C:14]([F:18])[CH:13]=2)[C:4]=1[CH:19]([NH2:21])[CH3:20]. Reported procedure: 4.0 M Hydrogen chloride in 1,4-dioxane (1.0 mL, 4.0 mmol) was added to a solution of tert-butyl {1-[3-chloro-1-(3-fluorophenyl)-1H-pyrrolo[2,3-b]pyridin-2-yl]ethyl}carbamate (26 mg, 0.067 mmol) in 1,4-dioxane (1.0 mL). The reaction was stirred at room temperature overnight. The mixture was then partitioned between EtOAc and water. The aqueous layer was adjusted to pH 9 with saturated NaHCO3 solution and then extracted with EtOAc. The combined organic layers were dried over MgSO4 and concentrated... Reactants: BrC1=C(C=CC=C1)C1OCCO1 (2-(2-bromophenyl)-1,3,-dioxolane), cuprous chloride, [OH-].[K+] (Potassium hydroxide), COC=1C=C(C=CC1)O (3-methoxyphenol), C1(=CC=CC=C1)C (toluene). The solvent is CN(C)C=O (DMF), O (water), O (water). Reaction conditions: temperature 80 celsius. Yields the product COC=1C=C(OC2=C(C=CC=C2)C2OCCO2)C=CC1 (2-[2-(3-methoxyphenoxy)phenyl]-1,3-dioxolane). Isolated yield 87.0%. Reaction SMILES: [OH-].[K+].[CH3:3][O:4][C:5]1[CH:6]=[C:7]([OH:11])[CH:8]=[CH:9][CH:10]=1.C1(C)C=CC=CC=1.Br[C:20]1[CH:25]=[CH:24][CH:23]=[CH:22][C:21]=1[CH:26]1[O:30][CH2:29][CH2:28][O:27]1>O.CN(C=O)C>[CH3:3][O:4][C:5]1[CH:6]=[C:7]([CH:8]=[CH:9][CH:10]=1)[O:11][C:20]1[CH:25]=[CH:24][CH:23]=[CH:22][C:21]=1[CH:26]1[O:27][CH2:28][CH2:29][O:30]1 |f:0.1|. Reported procedure: Potassium hydroxide pellets (35.2 g; 0.63 mol) were dissolved in water (50 ml) and 3-methoxyphenol (78 g; 0.63 mol) was added together with toluene (250 ml). The mixture was heated to and maintained at reflux temperature until water ceased to distil over (a total of 65 ml of water was collected). The mixture was cooled to 80° C. and 2-(2-bromophenyl)-1,3,-dioxolane (120 g; 0.524 mol), DMF (200 ml) and cuprous chloride (0.2 g) were added. The mixture was slowly heated to 150°-155° C. and toluene ...